From a dataset of the Open Reaction Database (ORD), a public repository of structured organic reaction records. describe an organic reaction: reactants, conditions, products, and yield Reactants: ClC1=CC=C(C=C1)C=1C(C=2C=CC3=C(C2OC1C(C)C)OCCCN3C=O)=O (3-(4-chlorophenyl)-2-isopropyl-4-oxo-9,10-dihydro-4H,8H-1,11-dioxa-7-aza-cyclohepta[a]naphthalene-7-carbaldehyde). Solvent: Cl (HCl), CO (methanol), C(C)OCC (diethyl ether), Cl (HCl). Product: ClC1=CC=C(C=C1)C=1C(C=2C=CC3=C(C2OC1C(C)C)OCCCN3)=O (3-(4-Chlorophenyl)-2-isopropyl-7,8,9,10-tetrahydro-1,11-dioxa-7-aza-cyclohepta[a]naphthalene-4-one). Reaction SMILES: [Cl:1][C:2]1[CH:7]=[CH:6][C:5]([C:8]2[C:9](=[O:28])[C:10]3[CH:11]=[CH:12][C:13]4[N:25](C=O)[CH2:24][CH2:23][CH2:22][O:21][C:14]=4[C:15]=3[O:16][C:17]=2[CH:18]([CH3:20])[CH3:19])=[CH:4][CH:3]=1>Cl.CO.C(OCC)C>[Cl:1][C:2]1[CH:7]=[CH:6][C:5]([C:8]2[C:9](=[O:28])[C:10]3[CH:11]=[CH:12][C:13]4[NH:25][CH2:24][CH2:23][CH2:22][O:21][C:14]=4[C:15]=3[O:16][C:17]=2[CH:18]([CH3:20])[CH3:19])=[CH:4][CH:3]=1. Reported procedure: A stirred mixture of 3-(4-chlorophenyl)-2-isopropyl-4-oxo-9,10-dihydro-4H,8H-1,11-dioxa-7-aza-cyclohepta[a]naphthalene-7-carbaldehyde (0.063 g, 0.158 mmol) in 1M HCl solution (4 ml) and methanol (6 ml) is heated under reflux for 1 h under a nitrogen atmosphere. The mixture is allowed to cool to room temperature, and the methanol solvent is removed by evaporation in vacuo. The concentrated mixture is diluted with water (5 ml) and treated with solid sodium hydrogen carbonate, until a pH of 7-8 is ... Reactants: ClC1=CC=C(S1)S(=O)(=O)N (5-chlorothiophenesulfonamide), NC1=CC(=C(C=C1)N1C(C2=C(C1=O)C=C(C=C2)Cl)=O)C (2-(4-amino-2-methylphenyl)-5-chlorobenzo[c]azoline-1,3-dione), C(C(=O)Cl)(=O)Cl (oxalyl chloride). Reaction conditions: time 1 hour. The product is ClC1=CC=C(S1)S(=O)(=O)NC(C(=O)NC1=CC(=C(C=C1)N1C(C2=C(C1=O)C=C(C=C2)Cl)=O)C)=O (N-[(5-chloro(2-thienyl))sulfonyl]-N′-[4-(5-chloro-1,3-dioxobenzo[c]azolidin-2-yl)-3-methylphenyl]ethane-1,2-diamide). The yield is 44.0%. RXN SMILES: [Cl:1][C:2]1[S:6][C:5]([S:7]([NH2:10])(=[O:9])=[O:8])=[CH:4][CH:3]=1.[NH2:11][C:12]1[CH:17]=[CH:16][C:15]([N:18]2[C:22](=[O:23])[C:21]3[CH:24]=[C:25]([Cl:28])[CH:26]=[CH:27][C:20]=3[C:19]2=[O:29])=[C:14]([CH3:30])[CH:13]=1.[C:31](Cl)(=[O:35])[C:32](Cl)=[O:33]>>[Cl:1][C:2]1[S:6][C:5]([S:7]([NH:10][C:31](=[O:35])[C:32]([NH:11][C:12]2[CH:17]=[CH:16][C:15]([N:18]3[C:22](=[O:23])[C:21]4[CH:24]=[C:25]([Cl:28])[CH:26]=[CH:27][C:20]=4[C:19]3=[O:29])=[C:14]([CH3:30])[CH:13]=2)=[O:33])(=[O:9])=[O:8])=[CH:4][CH:3]=1. Procedure details: A 200 mg (1.0 mmol) of 5-chlorothiophenesulfonamide was slurried in 0.5 mL of oxalyl chloride and refluxed for 6 h. The solvent was removed in vacuo and 36 mg of the resulting solid was dissolved in 240 μL acetonitrile and treated with 40 mg (0.14 mmol) 2-(4-amino-2-methylphenyl)-5-chlorobenzo[c]azoline-1,3-dione. After stirring for 1 h, the solvent was removed and the residue was purified by RP-HPLC to give 33 mg (44%) of the titled compound. ES-MS (M+H)+=538(2Cl). Reactants: C(C1=CC=CC=C1)N1C(CCCC1)CCC=O (3-(1-benzyl-piperidin-2-yl)-propionaldehyde), NC1CC2=CC=CC=C2C1 (2-amino-indane), C(C)(=O)O[BH-](OC(C)=O)OC(C)=O.[Na+] (sodium triacetoxy borohydride), C(C)(=O)O (Acetic acid). Solvent: C(Cl)Cl (DCM), C(Cl)Cl (DCM). Conditions: time 16 hour. Product: C(C1=CC=CC=C1)N1C(CCCC1)CCCNC1CC2=CC=CC=C2C1 ([3-(1-Benzyl-piperidin-2-yl)-propyl]indan-2-yl-amine). Reaction SMILES: [CH2:1]([N:8]1[CH2:13][CH2:12][CH2:11][CH2:10][CH:9]1[CH2:14][CH2:15][CH:16]=O)[C:2]1[CH:7]=[CH:6][CH:5]=[CH:4][CH:3]=1.[NH2:18][CH:19]1[CH2:27][C:26]2[C:21](=[CH:22][CH:23]=[CH:24][CH:25]=2)[CH2:20]1.C(O)(=O)C.C(O[BH-](OC(=O)C)OC(=O)C)(=O)C.[Na+]>C(Cl)Cl>[CH2:1]([N:8]1[CH2:13][CH2:12][CH2:11][CH2:10][CH:9]1[CH2:14][CH2:15][CH2:16][NH:18][CH:19]1[CH2:27][C:26]2[C:21](=[CH:22][CH:23]=[CH:24][CH:25]=2)[CH2:20]1)[C:2]1[CH:7]=[CH:6][CH:5]=[CH:4][CH:3]=1 |f:3.4|. Reported procedure: To a stirred solution of compound 23 (820 mg, 3.55 mmol) in DCM (15 mL) was added 2-amino-indane (472 mg, 3.55 mmol) drop-wise at ice cold conditions. Acetic acid (0.2 mL) was added to the reaction mixture, followed by sodium triacetoxy borohydride (2.2 g, 10.65 mmol) portion-wise at ice cold conditions. The reaction mixture was stirred at rt for 16 hours. The reaction mixture was diluted with DCM, washed with saturated NaHCO3 solution and brine. The organic layer was dried over Na2SO4, filtered... Starting materials: CC(=O)Nc1cc(Oc2ccc3c(C(=O)Nc4ccc(F)c(C(F)(F)F)c4)nccc3c2)ncn1, CC(=O)Nc1cc(Oc2ccc3c(C(=O)Nc4ccc(CN5CCNCC5)c(C(F)(F)F)c4)cccc3c2)ncn1. The product is Nc1cc(Oc2ccc3c(C(=O)Nc4ccc(F)c(C(F)(F)F)c4)nccc3c2)ncn1. RXN SMILES: [F:1][c:2]1[c:3]([C:32]([F:33])([F:34])[F:35])[cH:4][c:5]([NH:8][C:9](=[O:10])[c:11]2[n:12][cH:13][cH:14][c:15]3[cH:16][c:17]([O:21][c:22]4[n:23][cH:24][n:25][c:26]([NH:28][C:29](=[O:30])[CH3:31])[cH:27]4)[cH:18][cH:19][c:20]23)[cH:6][cH:7]1.[N:36]1([CH2:37][c:38]2[cH:39][cH:40][c:41]([NH:42][C:43]([c:44]3[c:45]4[c:46]([cH:47][c:48]([O:49][c:50]5[cH:51][c:52]([NH:53][C:54](=[O:55])[CH3:56])[n:57][cH:58][n:59]5)[cH:60][cH:61]4)[cH:62][cH:63][cH:64]3)=[O:65])[cH:66][c:67]2[C:68]([F:69])([F:70])[F:71])[CH2:72][CH2:73][NH:74][CH2:75][CH2:76]1>>[F:1][c:2]1[c:3]([C:32]([F:33])([F:34])[F:35])[cH:4][c:5]([NH:8][C:9](=[O:10])[c:11]2[n:12][cH:13][cH:14][c:15]3[cH:16][c:17]([O:21][c:22]4[n:23][cH:24][n:25][c:26]([NH2:28])[cH:27]4)[cH:18][cH:19][c:20]23)[cH:6][cH:7]1. Isolated yield 62.7%. Reported procedure: In 50 ml. of xylene was dissolved 1.5 g. of 2-(1-hydroxy-3-methyl-1-phenyl-5-indanyloxymethyl)-4-isopropylmorpholine and after adding to the solution 5 mg. of p-toluenesulfonic acid, the mixture was refluxed for 3 hours. Then, xylene was distilled off and the residue formed was adsorbed on a silica gel column prepared from 100 ml. of silica gel in chloroform and eluted with ethyl acetate. After removing the first 10 ml. of the ethyl acetate eluate emerging from the column, 200 ml. of the subsequ... The product is C(C)(C)N1CC(OCC1)C(C)OC1=CC=C2C(=CCC2=C1)C1=CC=CC=C1 (4-isopropyl-2-(1-methyl-3-phenyl-6-indenyloxymethyl)morpholine). Reactants: C=1(C(=CC=CC1)C)C (xylene), OC(C1=CC=CC=C1)(C1CN(CCO1)C(C)C)OC=1C=C2C(CCC2=CC1)C (2-(1-hydroxy-3-methyl-1-phenyl-5-indanyloxymethyl)-4-isopropylmorpholine), solution, C1(=CC=C(C=C1)S(=O)(=O)O)C (p-toluenesulfonic acid). RXN SMILES: O[C:2]([O:18][C:19]1[CH:20]=[C:21]2[C:25](=[CH:26][CH:27]=1)[CH2:24][CH2:23][CH:22]2C)([CH:9]1[O:14][CH2:13][CH2:12][N:11]([CH:15]([CH3:17])[CH3:16])[CH2:10]1)C1C=CC=CC=1.[C:29]1(C)[CH:34]=[CH:33][C:32](S(O)(=O)=O)=[CH:31][CH:30]=1.[C:40]1(C)C(C)=CC=CC=1>>[CH:15]([N:11]1[CH2:12][CH2:13][O:14][CH:9]([CH:2]([O:18][C:19]2[CH:20]=[C:21]3[C:25]([C:24]([C:29]4[CH:34]=[CH:33][CH:32]=[CH:31][CH:30]=4)=[CH:23][CH2:22]3)=[CH:26][CH:27]=2)[CH3:40])[CH2:10]1)([CH3:16])[CH3:17]. The product is C1(CC1)COC=1C=C(C=CC1)C(C)N (1-(3-(cyclopropylmethoxy)phenyl)ethanamine). The reactants are C([O-])([O-])=O.[K+].[K+] (potassium carbonate), [I-].[K+] (potassium iodide), ClCC1CC1 ((chloromethyl)cyclopropane), OC=1C=C(C=O)C=CC1 (3-Hydroxybenzaldehyde), CN(C)C=O (DMF). Conditions: temperature 90 celsius, time 4 hour. Solvent: O (water). Procedure details: 3-Hydroxybenzaldehyde (692 mg) was dissolved in DMF (25 mL). To the solution, potassium carbonate (1.56 g), potassium iodide (95 mg), and (chloromethyl)cyclopropane (578 μL) were added, and the mixture was stirred at 90° C. for 4 hours. To the reaction mixture, water (20 mL) was added, and the resultant mixture was then extracted with toluene (20 mL). The organic layer was washed with brine (20 mL), dried over anhydrous sodium sulfate, and then concentrated under reduced pressure. The residue wa... RXN SMILES: O[C:2]1[CH:3]=[C:4]([CH:7]=[CH:8][CH:9]=1)[CH:5]=O.[C:10](=[O:13])([O-])[O-].[K+].[K+].[I-].[K+].Cl[CH2:19][CH:20]1[CH2:22][CH2:21]1.C[N:24](C=O)C>O>[CH:22]1([CH2:21][O:13][C:10]2[CH:5]=[C:4]([CH:3]([NH2:24])[CH3:2])[CH:7]=[CH:8][CH:9]=2)[CH2:20][CH2:19]1 |f:1.2.3,4.5|. Starting materials: C(C1=CC=CC=C1)NC(C(F)(F)F)C1=CC=C(C=N1)C1=CC=C(C=C1)[C@@H]1[C@@H](N(C(O1)(C)C)C(C(F)F)=O)CF (1-((4R,5R)-5-{4-[6-(1-Benzylamino-2,2,2-trifluoro-ethyl)-pyridin-3-yl]-phenyl}-4-fluoromethyl-2,2-dimethyl-oxazolidin-3-yl)-2,2-difluoro-ethanone). The reagents and catalysts are [Pd] (palladium on carbon). The solvent is CO (methanol). Run at time 16 hour. Product: NC(C(F)(F)F)C1=CC=C(C=N1)C1=CC=C(C=C1)[C@@H]1[C@@H](N(C(O1)(C)C)C(C(F)F)=O)CF (1-((4R,5R)-5-{4-[6-(1-Amino-2,2,2-trifluoro-ethyl)-pyridin-3-yl]-phenyl}-4-fluoromethyl-2,2-dimethyl-oxazolidin-3-yl)-2,2-difluoro-ethanone). The yield is 12.0%. RXN SMILES: C([NH:8][CH:9]([C:14]1[N:19]=[CH:18][C:17]([C:20]2[CH:25]=[CH:24][C:23]([C@H:26]3[O:30][C:29]([CH3:32])([CH3:31])[N:28]([C:33](=[O:37])[CH:34]([F:36])[F:35])[C@H:27]3[CH2:38][F:39])=[CH:22][CH:21]=2)=[CH:16][CH:15]=1)[C:10]([F:13])([F:12])[F:11])C1C=CC=CC=1>CO.[Pd]>[NH2:8][CH:9]([C:14]1[N:19]=[CH:18][C:17]([C:20]2[CH:21]=[CH:22][C:23]([C@H:26]3[O:30][C:29]([CH3:31])([CH3:32])[N:28]([C:33](=[O:37])[CH:34]([F:36])[F:35])[C@H:27]3[CH2:38][F:39])=[CH:24][CH:25]=2)=[CH:16][CH:15]=1)[C:10]([F:13])([F:12])[F:11]. Procedure details: A stirred solution of 1-((4R,5R)-5-{4-[6-(1-Benzylamino-2,2,2-trifluoro-ethyl)-pyridin-3-yl]-phenyl}-4-fluoromethyl-2,2-dimethyl-oxazolidin-3-yl)-2,2-difluoro-ethanone (0.22 g, 0.63 mmol) in methanol (10 mL) at room temperature is degassed with nitrogen for 10 minutes followed by addition of palladium on carbon (0.022 g, 0.0063 mmol). The reaction mixture is stirred at room temperature under hydrogen atmosphere for 16 hours. Reaction mixture is filter through celite, concentrated in vacuo. The c...